From a dataset of the Open Reaction Database (ORD), a public repository of structured organic reaction records. describe an organic reaction: reactants, conditions, products, and yield The reactants are COC(=O)CBr, CC(C)(C)[O-], [Cl-], [K+], [NH4+], CN(C)C=O, Oc1cccc2c1CCN2CCOC(c1ccccc1)c1ccccc1. The product is COC(=O)COc1cccc2c1CCN2CCOC(c1ccccc1)c1ccccc1. RXN SMILES: [Br:7][CH2:8][C:9](=[O:10])[O:11][CH3:12].[CH3:1][C:2]([CH3:3])([O-:4])[CH3:5].[Cl-:39].[K+:6].[NH4+:40].[O:41]=[CH:42][N:43]([CH3:44])[CH3:45].[c:13]1([CH:19]([O:20][CH2:21][CH2:22][N:23]2[CH2:24][CH2:25][c:26]3[c:27]([OH:32])[cH:28][cH:29][cH:30][c:31]32)[c:33]2[cH:34][cH:35][cH:36][cH:37][cH:38]2)[cH:14][cH:15][cH:16][cH:17][cH:18]1>>[CH2:8]([C:9](=[O:10])[O:11][CH3:12])[O:32][c:27]1[c:26]2[c:31]([cH:30][cH:29][cH:28]1)[N:23]([CH2:22][CH2:21][O:20][CH:19]([c:13]1[cH:14][cH:15][cH:16][cH:17][cH:18]1)[c:33]1[cH:34][cH:35][cH:36][cH:37][cH:38]1)[CH2:24][CH2:25]2. Starting materials: CC1(C)C2CCC1(CN)CC2, Cc1ccccc1, O=Cc1ccccc1, O. The product is CC1(C)C2CCC1(C(N)=Cc1ccccc1)CC2. RXN SMILES: [C:1]12([CH2:10][NH2:11])[CH2:2][CH2:3][CH:4]([CH2:5][CH2:6]1)[C:7]2([CH3:8])[CH3:9].[CH3:21][c:22]1[cH:23][cH:24][cH:25][cH:26][cH:27]1.[CH:12](=[O:13])[c:14]1[cH:15][cH:16][cH:17][cH:18][cH:19]1.[OH2:20]>>[C:1]12([C:10]([NH2:11])=[CH:12][c:14]3[cH:15][cH:16][cH:17][cH:18][cH:19]3)[CH2:2][CH2:3][CH:4]([CH2:5][CH2:6]1)[C:7]2([CH3:8])[CH3:9]. As a reaction SMILES: [CH3:30][C:31]([OH:32])=[O:33].[CH:1]1([CH2:6][CH:7]([c:8]2[cH:9][cH:10][c:11]([S:14](=[O:15])(=[O:16])[CH3:17])[cH:12][cH:13]2)[c:18]2[cH:19][c:20]3[c:21]([n:22][cH:23][c:24]([CH2:26][C:27]#[N:28])[cH:25]3)[nH:29]2)[CH2:2][CH2:3][CH2:4][CH2:5]1.[ClH:34]>>[CH:1]1([CH2:6][CH:7]([c:8]2[cH:9][cH:10][c:11]([S:14](=[O:15])(=[O:16])[CH3:17])[cH:12][cH:13]2)[c:18]2[cH:19][c:20]3[c:21]([n:22][cH:23][c:24]([CH2:30][C:31]([OH:32])=[O:33])[cH:25]3)[nH:29]2)[CH2:2][CH2:3][CH2:4][CH2:5]1. Reactants: CC(=O)O, CS(=O)(=O)c1ccc(C(CC2CCCC2)c2cc3cc(CC#N)cnc3[nH]2)cc1, Cl. Yields the product CS(=O)(=O)c1ccc(C(CC2CCCC2)c2cc3cc(CC(=O)O)cnc3[nH]2)cc1. Reactants: Cl (hydrochloric acid), C(C1=CC=CC=C1)OC(=O)N1[C@@H](C[C@H](C1)O[Si](C)(C)C(C)(C)C)CI ((2S,4R)-1-benzyloxycarbonyl-2-iodomethyl-4-t-butyldimethylsilyloxypyrrolidine), C[O-].[Na+] (sodium methoxide), C(CC(=O)OC)(=O)OC (dimethyl malonate), resultant mixture. Solvent: C(C)(=O)OCC (ethyl acetate), CN(C=O)C (dimethylformamide). Reported procedure: To a solution of (2S,4R)-1-benzyloxycarbonyl-2-iodomethyl-4-t-butyldimethylsilyloxypyrrolidine (100 g) in dry dimethylformamide (500 ml), dimethyl malonate (43.16 ml) and 28% (w/w) methanolic solution of sodium methoxide (60.77 g) were added, and the resultant mixture was stirred at room temperature for 2 days. The reaction mixture was neutralized with 1N hydrochloric acid, diluted with ethyl acetate, washed with water and dried over magnesium sulfate. Removal of the solvent gave (2R,4R)-1-benzy... Reaction SMILES: [CH2:1]([O:8][C:9]([N:11]1[CH2:15][C@H:14]([O:16][Si:17]([C:20]([CH3:23])([CH3:22])[CH3:21])([CH3:19])[CH3:18])[CH2:13][C@H:12]1[CH2:24]I)=[O:10])[C:2]1[CH:7]=[CH:6][CH:5]=[CH:4][CH:3]=1.C[O-].[Na+].Cl.[C:30]([O:37][CH3:38])(=[O:36])[CH2:31][C:32]([O:34][CH3:35])=[O:33]>CN(C)C=O.C(OCC)(=O)C>[CH2:1]([O:8][C:9]([N:11]1[CH2:15][C@H:14]([O:16][Si:17]([C:20]([CH3:23])([CH3:22])[CH3:21])([CH3:19])[CH3:18])[CH2:13][C@H:12]1[CH2:24][CH:31]([C:30]([O:37][CH3:38])=[O:36])[C:32]([O:34][CH3:35])=[O:33])=[O:10])[C:2]1[CH:7]=[CH:6][CH:5]=[CH:4][CH:3]=1 |f:1.2|. Yields the product C(C1=CC=CC=C1)OC(=O)N1[C@@H](C[C@H](C1)O[Si](C)(C)C(C)(C)C)CC(C(=O)OC)C(=O)OC ((2R,4R)-1-benzyloxycarbonyl-2-(2,2-dimethoxycarbonylethyl)-4-t-butyldimethylsiloxypyrrolidine). Starting materials: C(=O)([O-])[O-].[K+].[K+] (K2CO3), OC[C@@H](C(=O)OC)NS(=O)(=O)C1=CC=C(C=C1)C (methyl (2S)-3-hydroxy-2-(p-tolylsulfonylamino)propanoate), IC (iodomethane). Run in CN(C)C=O (DMF). Reaction conditions: temperature 50 celsius. Product: OC[C@@H](C(=O)OC)N(S(=O)(=O)C1=CC=C(C=C1)C)C (methyl (2S)-3-hydroxy-2-(methyl(p-tolylsulfonyl)amino)propanoate). RXN SMILES: [OH:1][CH2:2][C@H:3]([NH:8][S:9]([C:12]1[CH:17]=[CH:16][C:15]([CH3:18])=[CH:14][CH:13]=1)(=[O:11])=[O:10])[C:4]([O:6][CH3:7])=[O:5].[C:19]([O-])([O-])=O.[K+].[K+].IC>CN(C=O)C>[OH:1][CH2:2][C@H:3]([N:8]([CH3:19])[S:9]([C:12]1[CH:13]=[CH:14][C:15]([CH3:18])=[CH:16][CH:17]=1)(=[O:11])=[O:10])[C:4]([O:6][CH3:7])=[O:5] |f:1.2.3|. Procedure details: A solution of 2E (2 g, 7.35 mmol) in DMF (15 mL) was added with an .K2CO3 (1.5 mol eq, 1.52 g) and, after few minutes, iodomethane (1.2 mol eq, 0.81 ml) was added and the mixture was heated at 50° C. overnight. The solvent was removed under reduced pressure, water was added to the residue (120 mL) and the aqueous phase was extracted with EtOAc (3×50 mL). The combined organic phases were dried over Na2SO4 and evaporated under reduced pressure to afford 3E as a pale yellow oil (2.1 g, quantitative... Product: CCCCCC1CCC(C2CC=C(c3cccc(F)c3)CC2)CC1. The reactants are Cc1ccccc1, CCCCCC1CCC(C2CCC(O)(c3cccc(F)c3)CC2)CC1, O, O, Cc1ccc(S(=O)(=O)O)cc1. Reaction SMILES: [CH3:38][c:39]1[cH:40][cH:41][cH:42][cH:43][cH:44]1.[F:1][c:2]1[cH:3][c:4]([C:8]2([OH:25])[CH2:9][CH2:10][CH:11]([CH:14]3[CH2:15][CH2:16][CH:17]([CH2:20][CH2:21][CH2:22][CH2:23][CH3:24])[CH2:18][CH2:19]3)[CH2:12][CH2:13]2)[cH:5][cH:6][cH:7]1.[OH2:26].[OH2:45].[c:27]1([CH3:28])[cH:29][cH:30][c:31]([S:32]([OH:33])(=[O:34])=[O:35])[cH:36][cH:37]1>>[F:1][c:2]1[cH:3][c:4]([C:8]2=[CH:9][CH2:10][CH:11]([CH:14]3[CH2:15][CH2:16][CH:17]([CH2:20][CH2:21][CH2:22][CH2:23][CH3:24])[CH2:18][CH2:19]3)[CH2:12][CH2:13]2)[cH:5][cH:6][cH:7]1.